Dataset: the Open Reaction Database (ORD), a public repository of structured organic reaction records. Task: describe an organic reaction: reactants, conditions, products, and yield Starting materials: O=C(CBr)c1ccc(Cl)cc1, O=C([O-])[O-], CC#N, [K+], [K+], CCOC(=O)c1ccc(N2CCNCC2)cc1. The product is CCOC(=O)c1ccc(N2CCN(CC(=O)c3ccc(Cl)cc3)CC2)cc1. RXN SMILES: [Br:24][CH2:25][C:26](=[O:27])[c:28]1[cH:29][cH:30][c:31]([Cl:34])[cH:32][cH:33]1.[C:18](=[O:19])([O-:20])[O-:21].[CH3:35][C:36]#[N:37].[K+:22].[K+:23].[N:1]1([c:7]2[cH:8][cH:9][c:10]([C:11](=[O:12])[O:13][CH2:14][CH3:15])[cH:16][cH:17]2)[CH2:2][CH2:3][NH:4][CH2:5][CH2:6]1>>[N:1]1([c:7]2[cH:8][cH:9][c:10]([C:11](=[O:12])[O:13][CH2:14][CH3:15])[cH:16][cH:17]2)[CH2:2][CH2:3][N:4]([CH2:25][C:26](=[O:27])[c:28]2[cH:29][cH:30][c:31]([Cl:34])[cH:32][cH:33]2)[CH2:5][CH2:6]1. Reactants: CN(CCN)C (N1,N1-dimethylethane-1,2-diamine), BrC1=CC=C(C=C1)C(=O)O (4-Bromophenylcarboxylic acid), ON1N=NC2=C1C=CC=C2 (1-hydroxybenzotriazole), Cl.C(C)N=C=NCCCN(C)C (1-ethyl-3-(3-dimethylaminopropyl)carbodiimide hydrochloride), C(O)([O-])=O.[Na+] (sodium hydrogencarbonate). The solvent is CN(C=O)C (N,N-dimethylformamide). Run at time 20 minute. The product is BrC1=CC=C(C(=O)NCCN(C)C)C=C1 (4-Bromo-N-(2-(dimethylamino)ethyl)benzamide). Isolated yield 94.2%. RXN SMILES: [Br:1][C:2]1[CH:7]=[CH:6][C:5]([C:8]([OH:10])=O)=[CH:4][CH:3]=1.ON1C2C=CC=CC=2N=N1.Cl.C(N=C=NCCCN(C)C)C.[CH3:33][N:34]([CH3:38])[CH2:35][CH2:36][NH2:37].C(=O)([O-])O.[Na+]>CN(C)C=O>[Br:1][C:2]1[CH:3]=[CH:4][C:5]([C:8]([NH:37][CH2:36][CH2:35][N:34]([CH3:38])[CH3:33])=[O:10])=[CH:6][CH:7]=1 |f:2.3,5.6|. Procedure details: 4-Bromophenylcarboxylic acid (100.0 mg, 0.497 mmol), 100.8 mg (0.746 mmol) of 1-hydroxybenzotriazole, 143.0 mg (0.746 mmol) of 1-ethyl-3-(3-dimethylaminopropyl)carbodiimide hydrochloride, and N,N-dimethylformamide (1.0 ml) were added in that order, and the mixture was stirred at room temperature for 20 min. Thereafter, 0.080 ml (0.746 mmol) of N1,N1-dimethylethane-1,2-diamine was added thereto, and the mixture was stirred at room temperature for one hr. A saturated aqueous sodium hydrogencarbona... The reactants are COc1cc2c(cc1N)CCN(CCN1CCOCC1)CC2, COCCO, CC(C)S(=O)(=O)c1ccccc1Nc1nc(Cl)ncc1Cl, Cl, C1COCCO1. Product: COc1cc2c(cc1Nc1ncc(Cl)c(Nc3ccccc3S(=O)(=O)C(C)C)n1)CCN(CCN1CCOCC1)CC2. Reaction SMILES: [CH3:22][O:23][c:24]1[c:25]([NH2:43])[cH:26][c:27]2[c:28]([cH:42]1)[CH2:29][CH2:30][N:31]([CH2:34][CH2:35][N:36]1[CH2:37][CH2:38][O:39][CH2:40][CH2:41]1)[CH2:32][CH2:33]2.[CH3:51][O:52][CH2:53][CH2:54][OH:55].[Cl:1][c:2]1[n:3][cH:4][c:5]([Cl:21])[c:6]([NH:8][c:9]2[c:10]([S:15](=[O:16])(=[O:17])[CH:18]([CH3:19])[CH3:20])[cH:11][cH:12][cH:13][cH:14]2)[n:7]1.[ClH:44].[O:45]1[CH2:46][CH2:47][O:48][CH2:49][CH2:50]1>>[c:2]1([NH:43][c:25]2[c:24]([O:23][CH3:22])[cH:42][c:28]3[c:27]([cH:26]2)[CH2:33][CH2:32][N:31]([CH2:34][CH2:35][N:36]2[CH2:37][CH2:38][O:39][CH2:40][CH2:41]2)[CH2:30][CH2:29]3)[n:3][cH:4][c:5]([Cl:21])[c:6]([NH:8][c:9]2[c:10]([S:15](=[O:16])(=[O:17])[CH:18]([CH3:19])[CH3:20])[cH:11][cH:12][cH:13][cH:14]2)[n:7]1. Starting materials: ClCC(C)=O (chloroacetone), Cl (hydrochloric acid), [OH-].[Na+] (sodium hydroxide), C([O-])([O-])=O.[K+].[K+] (potassium carbonate), CC=1C=CC(=CC1)S(=O)(=O)O (p-toluenesulfonate), C([O-])(O)=O.[Na+] (sodium bicarbonate), BrC=1C=CC(=C(C=O)C1)SC(N(C)C)=O (5-bromo-2-[(N,N-dimethylcarbamoyl)thio]benzaldehyde). Solvent: CC(=O)C (acetone), CC(=O)C (acetone), CO (methanol), C(OC)([O-])[O-] (methyl orthoformate). Conditions: time 30 minute. The product is C(C)(=O)C1=CC2=C(S1)C=CC(=C2)Br (2-acetyl-5-bromobenzo[b]thiophene). The yield is 40.4%. RXN SMILES: [Br:1][C:2]1[CH:3]=[CH:4][C:5]([S:10][C:11](=O)N(C)C)=[C:6]([CH:9]=1)[CH:7]=O.CC1C=CC(S(O)(=O)=O)=CC=1.C(=O)(O)[O-].[Na+].[OH-].[Na+].Cl.Cl[CH2:36][C:37](=[O:39])C.C(=O)([O-])[O-].[K+].[K+]>C([O-])([O-])OC.CO.CC(C)=O>[C:37]([C:11]1[S:10][C:5]2[CH:4]=[CH:3][C:2]([Br:1])=[CH:9][C:6]=2[CH:7]=1)(=[O:39])[CH3:36] |f:2.3,4.5,8.9.10|. Reported procedure: 21.0 g of 5-bromo-2-[(N,N-dimethylcarbamoyl)thio]benzaldehyde was dissolved in 50 ml of methyl orthoformate. The resulting solution was mixed with 1.0 g of p-toluenesulfonate, and refluxed under heating for 50 minutes. After cooling, the resulting reaction solution was poured into saturated sodium bicarbonate solution and extracted with benzene. The resulting organic layer was dried to remove the solvent. The residue thus obtained was dissolved in 100 ml of methanol, followed by adding 37 ml of ... Reactants: COC(=O)c1ccc(NC(CC(C)C)c2oc3ccccc3c2C)cc1, CCO, [Na+], C1CCOC1, [OH-]. Yields the product Cc1c(C(CC(C)C)Nc2ccc(C(=O)O)cc2)oc2ccccc12. As a reaction SMILES: [CH3:1][CH:2]([CH2:3][CH:4]([c:5]1[o:6][c:7]2[c:8]([c:9]1[CH3:10])[cH:11][cH:12][cH:13][cH:14]2)[NH:15][c:16]1[cH:17][cH:18][c:19]([C:20](=[O:21])[O:22][CH3:23])[cH:24][cH:25]1)[CH3:26].[CH3:34][CH2:35][OH:36].[Na+:33].[O:27]1[CH2:28][CH2:29][CH2:30][CH2:31]1.[OH-:32]>>[CH3:1][CH:2]([CH2:3][CH:4]([c:5]1[o:6][c:7]2[c:8]([c:9]1[CH3:10])[cH:11][cH:12][cH:13][cH:14]2)[NH:15][c:16]1[cH:17][cH:18][c:19]([C:20](=[O:21])[OH:22])[cH:24][cH:25]1)[CH3:26].